From a dataset of the Open Reaction Database (ORD), a public repository of structured organic reaction records. describe an organic reaction: reactants, conditions, products, and yield Starting materials: IC1=CN(C2=NC=C(C=C21)N)S(=O)(=O)C2=CC=CC=C2 (3-Iodo-1-(phenylsulfonyl)-1H-pyrrolo[2,3-b]pyridin-5-amine), FC1=C(C(=O)O)C(=CC=C1NS(=O)(=O)CCC)F (2,6-difluoro-3-(propylsulfonamido)benzoic acid), CCN=C=NCCCN(C)C (EDCI), C=1C=CC2=C(C1)N=NN2O (HOBt). Solvent: CN(C)C=O (DMF). Run at time 8 hour. Product: FC1=C(C(=O)NC=2C=C3C(=NC2)N(C=C3I)S(=O)(=O)C3=CC=CC=C3)C(=CC=C1NS(=O)(=O)CCC)F (2,6-difluoro-N-(3-iodo-1-(phenylsulfonyl)-1H-pyrrolo[2,3-b]pyridin-5-yl)-3-(propylsulfonamido)benzamide). Yield: 88.0%. Reaction SMILES: [I:1][C:2]1[C:10]2[C:5](=[N:6][CH:7]=[C:8]([NH2:11])[CH:9]=2)[N:4]([S:12]([C:15]2[CH:20]=[CH:19][CH:18]=[CH:17][CH:16]=2)(=[O:14])=[O:13])[CH:3]=1.[F:21][C:22]1[C:30]([NH:31][S:32]([CH2:35][CH2:36][CH3:37])(=[O:34])=[O:33])=[CH:29][CH:28]=[C:27]([F:38])[C:23]=1[C:24](O)=[O:25].CCN=C=NCCCN(C)C.C1C=CC2N(O)N=NC=2C=1>CN(C=O)C>[F:21][C:22]1[C:30]([NH:31][S:32]([CH2:35][CH2:36][CH3:37])(=[O:33])=[O:34])=[CH:29][CH:28]=[C:27]([F:38])[C:23]=1[C:24]([NH:11][C:8]1[CH:9]=[C:10]2[C:2]([I:1])=[CH:3][N:4]([S:12]([C:15]3[CH:20]=[CH:19][CH:18]=[CH:17][CH:16]=3)(=[O:14])=[O:13])[C:5]2=[N:6][CH:7]=1)=[O:25]. Procedure details: 3-Iodo-1-(phenylsulfonyl)-1H-pyrrolo[2,3-b]pyridin-5-amine (0.506 g, 1.27 mmol), 2,6-difluoro-3-(propylsulfonamido)benzoic acid (0.389 g, 1.39 mmol), EDCI (0.267 g, 1.39 mmol) and HOBt (0.188 g, 1.39 mmol) were dissolved in DMF (10 mL) and stirred at room temperature overnight. The organic portion was washed with water (3×), brine, dried over Na2SO4 and concentrated. The resulting residue was purified by column chromatography (1:1:1 hexane/Et2O/DCM) giving 2,6-difluoro-N-(3-iodo-1-(phenylsulfony... The product is C(=O)(O)C1=CC=C(C=C1)N1N=C(C(C1=O)=CC1=CC(=C(C=C1)O)OC)C (1-(p-carboxyphenyl)-3-methyl-4-(3'-methoxy-4'-hydroxybenzylidene)-2-pyrazolin-5-one). RXN SMILES: [C:1]([C:4]1[CH:9]=[CH:8][C:7]([N:10]2[C:14](=[O:15])[CH2:13][C:12]([CH3:16])=[N:11]2)=[CH:6][CH:5]=1)([OH:3])=[O:2].O=[CH:18][C:19]1[CH:27]=[CH:26][C:24]([OH:25])=[C:21]([O:22][CH3:23])[CH:20]=1>CN(C)C=O>[C:1]([C:4]1[CH:5]=[CH:6][C:7]([N:10]2[C:14](=[O:15])[C:13](=[CH:18][C:19]3[CH:27]=[CH:26][C:24]([OH:25])=[C:21]([O:22][CH3:23])[CH:20]=3)[C:12]([CH3:16])=[N:11]2)=[CH:8][CH:9]=1)([OH:3])=[O:2]. Solvent: CN(C=O)C (dimethylformamide). Procedure: 218 g (1 mole) of 1-p-carboxyphenyl-3-methyl-2-pyrazolin-5-one and 152 g (1 mole) of vanillin were dissolved in 500 ml of dimethylformamide. The reaction mixture was heated for 3 h at 100° C. After cooling down to room temperature the crystallized dye was filtered with suction and rinsed with methanol. Run at temperature 100 celsius. Starting materials: C(=O)(O)C1=CC=C(C=C1)N1N=C(CC1=O)C (1-p-carboxyphenyl-3-methyl-2-pyrazolin-5-one), O=CC1=CC(OC)=C(O)C=C1 (vanillin). The reactants are O=C[O-], O=CO, Cl, NO, [Na+], COc1ccc(O)c(C=O)c1. Product: COc1ccc(O)c(C#N)c1. Reaction SMILES: [CH:15]([O-:16])=[O:17].[CH:19]([OH:20])=[O:21].[ClH:12].[NH2:13][OH:14].[Na+:18].[OH:1][c:2]1[c:3]([CH:4]=[O:5])[cH:6][c:7]([O:10][CH3:11])[cH:8][cH:9]1>>[OH:1][c:2]1[c:3]([C:4]#[N:13])[cH:6][c:7]([O:10][CH3:11])[cH:8][cH:9]1. Reactants: CS(=O)(=O)Cl (Methanesulphonyl chloride), CO\N=C(/C(=O)[O-])\C=1N=C(SC1)NC(C1=CC=CC=C1)(C1=CC=CC=C1)C1=CC=CC=C1.[Na+] (sodium 2-(Z)-methoxyimino-2-(2-tritylaminothiazol-4-yl)acetate), N[C@H]1[C@@H]2N(C(=C(CS2)[C@@H]2CCC(O2)=O)C(=O)OC(C)(C)C)C1=O (t-butyl (6R,7R)-7-amino-3-[(5S)-2-oxotetrahydrofuran-5-yl]ceph-3-em-4-carboxylate), N1=CC=CC=C1 (pyridine). Solvent: C(C)(=O)OCC (ethyl acetate), CN(C)C=O (DMF), CN(C)C=O (DMF). Run at temperature -10 celsius, time 1 hour. The product is CO\N=C(/C(=O)N[C@H]1[C@@H]2N(C(=C(CS2)[C@@H]2CCC(O2)=O)C(=O)OC(C)(C)C)C1=O)\C=1N=C(SC1)NC(C1=CC=CC=C1)(C1=CC=CC=C1)C1=CC=CC=C1 (t-Butyl (6R,7R)-7-[2-(Z)-methoxyimino-2-(2-tritylaminothiazol-4-yl)acetamido]-3-[(5S)-2-oxotetrahydrofuran-5-yl]ceph-3-em-4-carboxylate). The yield is 60.1%. As a reaction SMILES: CS(Cl)(=O)=O.[CH3:6][O:7]/[N:8]=[C:9](/[C:13]1[N:14]=[C:15]([NH:18][C:19]([C:32]2[CH:37]=[CH:36][CH:35]=[CH:34][CH:33]=2)([C:26]2[CH:31]=[CH:30][CH:29]=[CH:28][CH:27]=2)[C:20]2[CH:25]=[CH:24][CH:23]=[CH:22][CH:21]=2)[S:16][CH:17]=1)\[C:10]([O-:12])=O.[Na+].[NH2:39][C@@H:40]1[C:60](=[O:61])[N:42]2[C:43]([C:53]([O:55][C:56]([CH3:59])([CH3:58])[CH3:57])=[O:54])=[C:44]([C@H:47]3[O:51][C:50](=[O:52])[CH2:49][CH2:48]3)[CH2:45][S:46][C@H:41]12.N1C=CC=CC=1>CN(C=O)C.C(OCC)(=O)C>[CH3:6][O:7]/[N:8]=[C:9](/[C:13]1[N:14]=[C:15]([NH:18][C:19]([C:26]2[CH:31]=[CH:30][CH:29]=[CH:28][CH:27]=2)([C:20]2[CH:21]=[CH:22][CH:23]=[CH:24][CH:25]=2)[C:32]2[CH:37]=[CH:36][CH:35]=[CH:34][CH:33]=2)[S:16][CH:17]=1)\[C:10]([NH:39][C@@H:40]1[C:60](=[O:61])[N:42]2[C:43]([C:53]([O:55][C:56]([CH3:57])([CH3:58])[CH3:59])=[O:54])=[C:44]([C@H:47]3[O:51][C:50](=[O:52])[CH2:49][CH2:48]3)[CH2:45][S:46][C@H:41]12)=[O:12] |f:1.2|. Procedure: Methanesulphonyl chloride (23 μl, 0.3 mmol) was added to sodium 2-(Z)-methoxyimino-2-(2-tritylaminothiazol-4-yl)acetate (0.12 g,0.25 mmol) in DMF (0.5 ml) at -40° C. The mixture was allowed to warm to -10° C. over 0.5 h then cooled to -30° C. and t-butyl (6R,7R)-7-amino-3-[(5S)-2-oxotetrahydrofuran-5-yl]ceph-3-em-4-carboxylate (68 mg, 0.2 mmol) in DMF (1 ml) and pyridine (24 μl, 0.3 mmol) was added. The reaction was stirred for 1 h without cooling, then diluted with ethyl acetate, washed twice w... Reactants: S1CSCC1 (1,3-dithiolane), N([C@@H](CC(C)C)C(=O)N[C@@H](CC)C(=O)OCC)C(=O)OCC1=CC=CC=C1 (Z-Leu-Abu-COOEt), NCC1=NC2=CC=CC=C2C=C1 (2-aminomethylquinoline). Yields the product CCOC(=O)C.CCCCCC (AcOEt hexane). Isolated yield 16.0%. RXN SMILES: S1CCSC1.N(C(OC[C:27]1[CH:32]=[CH:31][CH:30]=[CH:29][CH:28]=1)=O)[C@H](C(N[C@H:15]([C:18]([O:20][CH2:21][CH3:22])=[O:19])CC)=O)CC(C)C.NCC1C=CC2C(=CC=CC=2)N=1>>[CH3:22][CH2:21][O:20][C:18]([CH3:15])=[O:19].[CH3:31][CH2:32][CH2:27][CH2:28][CH2:29][CH3:30] |f:3.4|. Reported procedure: This compound was prepared from 1,3-dithiolane derivative of Z-Leu-Abu-COOEt and 2-aminomethylquinoline by the procedure described in Example 38, and purified by column chromatography using AcOEt/hexane 2:1 (16% yield). Yellow solid, single spot on TLC, Rf =0.27 (AcOEt/hexane 2:1), mp 135°-138° C. 1H NMR (CDCl3) ok, MS (FAB) m/e=519 (M+1). Anal: calcd. for C29H34N4O5, 518; C, 67.16; H, 6.60; N, 10.80. Found, C, 66.89; H, 6.68; N, 10.61. Starting materials: BrB(Br)Br, ClCCl, COc1cc(F)c(-c2ccccc2)cc1C(=O)NCc1cccc([N+](=O)[O-])c1. Product: O=C(NCc1cccc([N+](=O)[O-])c1)c1cc(-c2ccccc2)c(F)cc1O. RXN SMILES: [B:29]([Br:30])([Br:31])[Br:32].[Cl:33][CH2:34][Cl:35].[N+:1](=[O:2])([O-:3])[c:4]1[cH:5][c:6]([CH2:7][NH:8][C:9](=[O:10])[c:11]2[cH:12][c:13](-[c:20]3[cH:21][cH:22][cH:23][cH:24][cH:25]3)[c:14]([F:19])[cH:15][c:16]2[O:17][CH3:18])[cH:26][cH:27][cH:28]1>>[N+:1](=[O:2])([O-:3])[c:4]1[cH:5][c:6]([CH2:7][NH:8][C:9](=[O:10])[c:11]2[cH:12][c:13](-[c:20]3[cH:21][cH:22][cH:23][cH:24][cH:25]3)[c:14]([F:19])[cH:15][c:16]2[OH:17])[cH:26][cH:27][cH:28]1. Reactants: C(C)(C)(C)OC(=O)N1CC(C1)NC1=C(C=C(C=C1)Br)[N+](=O)[O-] (3-(4-bromo-2-nitro-phenylamino)-azetidine-1-carboxylic acid tert-butyl ester), Cl (hydrogen chloride). Solvent: O1CCOCC1 (dioxane), CCOCC (ether). Product: Cl.N1CC(C1)NC1=C(C=C(C=C1)Br)[N+](=O)[O-] (Azetidin-3-yl-(4-bromo-2-nitro-phenyl)-amine, hydrochloride). RXN SMILES: C(OC([N:8]1[CH2:11][CH:10]([NH:12][C:13]2[CH:18]=[CH:17][C:16]([Br:19])=[CH:15][C:14]=2[N+:20]([O-:22])=[O:21])[CH2:9]1)=O)(C)(C)C.[ClH:23]>O1CCOCC1.CCOCC>[ClH:23].[NH:8]1[CH2:11][CH:10]([NH:12][C:13]2[CH:18]=[CH:17][C:16]([Br:19])=[CH:15][C:14]=2[N+:20]([O-:22])=[O:21])[CH2:9]1 |f:4.5|. Procedure details: Stir a solution of 3-(4-bromo-2-nitro-phenylamino)-azetidine-1-carboxylic acid tert-butyl ester (29.66 mmol, 11.04 g) in 4.0 M hydrogen chloride in dioxane (40 mL) at room temperature under nitrogen overnight. Solids crash out of solution. Dilute with ether (200 mL), filter off solids, rinse with ample ether and dry (8.54 g, 93%). 1H NMR (400 MHz, CD3OD): 4.12 (dd, 2H), 4.45 (dd, 2H), 4.72 (m, 1H), 6.76 (d, 1H), 7.62 (dd, 1H), 8.30 (d, 1H). LC-MS m/z (79Br/81Br) 272.0/274.0 [M+H]+. Procedure: The title compound was prepared as colorless oil from TFA de-protection of 3-[2-(3,5-bis-trifluoromethyl-benzoylamino)-acetylamino]-azetidine-1-carboxylic acid tert-butylester (as prepared in the previous step) using the procedure described in Step E of Example 1. Reaction SMILES: [C:1]([OH:7])([C:3]([F:6])([F:5])[F:4])=[O:2].C(OC([N:15]1[CH2:18][CH:17]([NH:19][C:20](=[O:39])[CH2:21][NH:22][C:23](=[O:38])[C:24]2[CH:29]=[C:28]([C:30]([F:33])([F:32])[F:31])[CH:27]=[C:26]([C:34]([F:37])([F:36])[F:35])[CH:25]=2)[CH2:16]1)=O)(C)(C)C>>[OH:7][C:1]([C:3]([F:6])([F:5])[F:4])=[O:2].[NH:15]1[CH2:18][CH:17]([NH:19][C:20]([CH2:21][NH:22][C:23](=[O:38])[C:24]2[CH:29]=[C:28]([C:30]([F:33])([F:32])[F:31])[CH:27]=[C:26]([C:34]([F:35])([F:37])[F:36])[CH:25]=2)=[O:39])[CH2:16]1 |f:2.3|. Starting materials: C(=O)(C(F)(F)F)O (TFA), C(C)(C)(C)OC(=O)N1CC(C1)NC(CNC(C1=CC(=CC(=C1)C(F)(F)F)C(F)(F)F)=O)=O (3-[2-(3,5-bis-trifluoromethyl-benzoylamino)-acetylamino]-azetidine-1-carboxylic acid tert-butylester). Product: OC(=O)C(F)(F)F.N1CC(C1)NC(=O)CNC(C1=CC(=CC(=C1)C(F)(F)F)C(F)(F)F)=O (N-(Azetidin-3-ylcarbamoylmethyl)-3,5-bis-trifluoromethyl-benzamide TFA Salt). The reactants are NC1=C(C2=C(S1)CCCC2)C(=O)C2=C(C=CC=C2)Cl ((2-amino-4,5,6,7-tetrahydrobenzo[b]thiophen-3-yl)(2-chlorophenyl)methanone), C(CCC(=O)C)(=O)OC (methyl levulinate), Cl[Si](C)(C)C (chlorotrimethylsilane). Solvent: CN(C)C=O (DMF). Yields the product CC1=C(C(=C2C(=N1)SC1=C2CCCC1)C1=C(C=CC=C1)Cl)CC(=O)OC (Methyl [2-methyl-4-(2-chlorophenyl)-5,6,7,8-tetrahydro[1]benzothieno[2,3-b]pyridin-3-yl]acetate). Isolated yield 78.3%. RXN SMILES: [NH2:1][C:2]1[S:6][C:5]2[CH2:7][CH2:8][CH2:9][CH2:10][C:4]=2[C:3]=1[C:11]([C:13]1[CH:18]=[CH:17][CH:16]=[CH:15][C:14]=1[Cl:19])=O.[C:20]([O:27][CH3:28])(=[O:26])[CH2:21][CH2:22][C:23]([CH3:25])=O.Cl[Si](C)(C)C>CN(C=O)C>[CH3:25][C:23]1[N:1]=[C:2]2[S:6][C:5]3[CH2:7][CH2:8][CH2:9][CH2:10][C:4]=3[C:3]2=[C:11]([C:13]2[CH:18]=[CH:17][CH:16]=[CH:15][C:14]=2[Cl:19])[C:22]=1[CH2:21][C:20]([O:27][CH3:28])=[O:26]. Reported procedure: This compound was prepared according to the procedure B from (2-amino-4,5,6,7-tetrahydrobenzo[b]thiophen-3-yl)(2-chlorophenyl)methanone (0.291 g; 1 mmol), methyl levulinate (0.141 mL; 1.1 mmol), chlorotrimethylsilane (0.511 mL; 4 mmol) in DMF (4 mL) for 48 h. Purification by flash chromatography on silica gel using a gradient of ethyl acetate (3-50%) in heptane furnished 0.302 g (78%) of the title compound as a yellow solid.